From a dataset of the Open Reaction Database (ORD), a public repository of structured organic reaction records. describe an organic reaction: reactants, conditions, products, and yield Starting materials: BrC1=CC=C(S1)C1=CN=C2N1C=C(C=C2)C=2C(=NN(C2)C(C2=CC=CC=C2)(C2=CC=CC=C2)C2=CC=CC=C2)C2=CC=C(C=C2)F (3-(5-bromo-2-thienyl)-6-[3-(4-fluorophenyl)-1-trityl-1H-4-pyrazolyl]imidazo[1,2-a]pyridine), C(CCC)[Sn](C1=NC=CC=C1)(CCCC)CCCC (2-(tri-n-butylstannyl)pyridine). Product: FC1=CC=C(C=C1)C1=NN(C=C1C=1C=CC=2N(C1)C(=CN2)C=2SC(=CC2)C2=NC=CC=C2)C(C2=CC=CC=C2)(C2=CC=CC=C2)C2=CC=CC=C2 (6-[3-(4-fluorophenyl)-1-trityl-1H-4-pyrazolyl]-3-[5-(2-pyridyl)-2-thienyl]imidazo[1,2-a]pyridine). As a reaction SMILES: Br[C:2]1[S:6][C:5]([C:7]2[N:11]3[CH:12]=[C:13]([C:16]4[C:17]([C:40]5[CH:45]=[CH:44][C:43]([F:46])=[CH:42][CH:41]=5)=[N:18][N:19]([C:21]([C:34]5[CH:39]=[CH:38][CH:37]=[CH:36][CH:35]=5)([C:28]5[CH:33]=[CH:32][CH:31]=[CH:30][CH:29]=5)[C:22]5[CH:27]=[CH:26][CH:25]=[CH:24][CH:23]=5)[CH:20]=4)[CH:14]=[CH:15][C:10]3=[N:9][CH:8]=2)=[CH:4][CH:3]=1.C([Sn](CCCC)(CCCC)[C:52]1[CH:57]=[CH:56][CH:55]=[CH:54][N:53]=1)CCC>>[F:46][C:43]1[CH:44]=[CH:45][C:40]([C:17]2[C:16]([C:13]3[CH:14]=[CH:15][C:10]4[N:11]([C:7]([C:5]5[S:6][C:2]([C:52]6[CH:57]=[CH:56][CH:55]=[CH:54][N:53]=6)=[CH:3][CH:4]=5)=[CH:8][N:9]=4)[CH:12]=3)=[CH:20][N:19]([C:21]([C:34]3[CH:39]=[CH:38][CH:37]=[CH:36][CH:35]=3)([C:28]3[CH:33]=[CH:32][CH:31]=[CH:30][CH:29]=3)[C:22]3[CH:27]=[CH:26][CH:25]=[CH:24][CH:23]=3)[N:18]=2)=[CH:41][CH:42]=1. Reported procedure: 150 mg of 3-(5-bromo-2-thienyl)-6-[3-(4-fluorophenyl)-1-trityl-1H-4-pyrazolyl]imidazo[1,2-a]pyridine obtained in Example 4 and 0.13 mL of 2-(tri-n-butylstannyl)pyridine were reacted in the same manner as in Example 21, to give 137 mg of the title compound as a yellow amorphous. Starting materials: COc1cc(C(C)C)c2c(c1)S(=O)(=O)N(CBr)C2=O, O=C([O-])[O-], CO, Oc1cc(-c2ccncc2)nn1-c1ccc(Cl)cc1, [Cs+], [Cs+], CN(C)C=O, O. Product: COc1cc(C(C)C)c2c(c1)S(=O)(=O)N(COc1cc(-c3ccncc3)nn1-c1ccc(Cl)cc1)C2=O. As a reaction SMILES: [Br:31][CH2:32][N:33]1[S:34](=[O:48])(=[O:49])[c:35]2[c:36]([c:39]([CH:45]([CH3:46])[CH3:47])[cH:40][c:41]([O:43][CH3:44])[cH:42]2)[C:37]1=[O:38].[C:20](=[O:21])([O-:22])[O-:23].[CH3:50][OH:51].[Cl:1][c:2]1[cH:3][cH:4][c:5](-[n:8]2[n:9][c:10](-[c:14]3[cH:15][cH:16][n:17][cH:18][cH:19]3)[cH:11][c:12]2[OH:13])[cH:6][cH:7]1.[Cs+:24].[Cs+:25].[O:26]=[CH:27][N:28]([CH3:29])[CH3:30].[OH2:52]>>[Cl:1][c:2]1[cH:3][cH:4][c:5](-[n:8]2[n:9][c:10](-[c:14]3[cH:15][cH:16][n:17][cH:18][cH:19]3)[cH:11][c:12]2[O:13][CH2:32][N:33]2[S:34](=[O:48])(=[O:49])[c:35]3[c:36]([c:39]([CH:45]([CH3:46])[CH3:47])[cH:40][c:41]([O:43][CH3:44])[cH:42]3)[C:37]2=[O:38])[cH:6][cH:7]1. The reactants are NC(=O)c1cc(OCCNCc2ccccc2)ccc1O, CC(C)O, Cn1c(C(F)(F)F)cnc1-c1ccc(OCC2CO2)cc1. The product is Cn1c(C(F)(F)F)cnc1-c1ccc(OCC(O)CN(CCOc2ccc(O)c(C(N)=O)c2)Cc2ccccc2)cc1. RXN SMILES: [CH2:22]([c:23]1[cH:24][cH:25][cH:26][cH:27][cH:28]1)[NH:29][CH2:30][CH2:31][O:32][c:33]1[cH:34][cH:35][c:36]([OH:42])[c:37]([C:38](=[O:39])[NH2:40])[cH:41]1.[CH:43]([OH:44])([CH3:45])[CH3:46].[O:1]1[CH:2]([CH2:3][O:4][c:5]2[cH:6][cH:7][c:8](-[c:11]3[n:12]([CH3:20])[c:13]([C:16]([F:17])([F:18])[F:19])[cH:14][n:15]3)[cH:9][cH:10]2)[CH2:21]1>>[OH:1][CH:2]([CH2:3][O:4][c:5]1[cH:6][cH:7][c:8](-[c:11]2[n:12]([CH3:20])[c:13]([C:16]([F:17])([F:18])[F:19])[cH:14][n:15]2)[cH:9][cH:10]1)[CH2:21][N:29]([CH2:22][c:23]1[cH:24][cH:25][cH:26][cH:27][cH:28]1)[CH2:30][CH2:31][O:32][c:33]1[cH:34][cH:35][c:36]([OH:42])[c:37]([C:38](=[O:39])[NH2:40])[cH:41]1.